The task is: describe an organic reaction: reactants, conditions, products, and yield. This data is from the Open Reaction Database (ORD), a public repository of structured organic reaction records. Reactants: Cn1[nH]c(=O)c2c1NC1=C(C(=O)COC1)C2c1ccc(F)c(Br)c1, CC(=O)OC(C)=O. The product is CC(=O)n1c(=O)c2c(n1C)NC1=C(C(=O)COC1)C2c1ccc(F)c(Br)c1. As a reaction SMILES: [Br:1][c:2]1[cH:3][c:4]([CH:9]2[C:10]3=[C:11]([NH:12][c:13]4[c:14]2[c:15](=[O:19])[nH:16][n:17]4[CH3:18])[CH2:20][O:21][CH2:22][C:23]3=[O:24])[cH:5][cH:6][c:7]1[F:8].[CH3:25][C:26](=[O:27])[O:28][C:29](=[O:30])[CH3:31]>>[Br:1][c:2]1[cH:3][c:4]([CH:9]2[C:10]3=[C:11]([NH:12][c:13]4[c:14]2[c:15](=[O:19])[n:16]([C:26]([CH3:25])=[O:27])[n:17]4[CH3:18])[CH2:20][O:21][CH2:22][C:23]3=[O:24])[cH:5][cH:6][c:7]1[F:8]. The reactants are ClC(Cl)(Br)C(Cl)(Cl)Br, [Li]CCCC, CCc1cc2ccccn2n1, C1CCOC1, O. Product: CCc1cc2cccc(Br)n2n1. RXN SMILES: [Br:17][C:18]([Cl:19])([Cl:20])[C:21]([Br:22])([Cl:23])[Cl:24].[CH2:12]([Li:13])[CH2:14][CH2:15][CH3:16].[CH2:1]([CH3:2])[c:3]1[n:4][n:5]2[c:6]([cH:7][cH:8][cH:9][cH:10]2)[cH:11]1.[O:26]1[CH2:27][CH2:28][CH2:29][CH2:30]1.[OH2:25]>>[CH2:1]([CH3:2])[c:3]1[n:4][n:5]2[c:6]([cH:7][cH:8][cH:9][c:10]2[Br:17])[cH:11]1. The reactants are O1CCN(CC1)C=1C=2N(N=CC1)C(=C(N2)\C=C\C2=NC=1CCCCC1C=C2)C=2C=CC(=NC2)C(=O)OC(C)(C)C ((E)-tert-Butyl 5-(8-morpholino-2-(2-(5,6,7,8-tetrahydroquinolin-2-yl)vinyl)imidazo[1,2-b]pyridazin-3-yl)picolinate), C(=O)(C(F)(F)F)O (TFA). The solvent is C(Cl)Cl (DCM). Conditions: time 6 hour. Product: FC(C(=O)O)(F)F.O1CCN(CC1)C=1C=2N(N=CC1)C(=C(N2)\C=C\C2=NC=1CCCCC1C=C2)C=2C=CC(=NC2)C(=O)O ((E)-5-(8-Morpholino-2-(2-(5,6,7,8-tetrahydroquinolin-2-yl)vinyl)imidazo[1,2-b]pyridazin-3-yl)picolinic acid trifluoroacetate). RXN SMILES: [O:1]1[CH2:6][CH2:5][N:4]([C:7]2[C:8]3[N:9]([C:13]([C:28]4[CH:29]=[CH:30][C:31]([C:34]([O:36]C(C)(C)C)=[O:35])=[N:32][CH:33]=4)=[C:14](/[CH:16]=[CH:17]/[C:18]4[CH:27]=[CH:26][C:25]5[CH2:24][CH2:23][CH2:22][CH2:21][C:20]=5[N:19]=4)[N:15]=3)[N:10]=[CH:11][CH:12]=2)[CH2:3][CH2:2]1.[C:41]([OH:47])([C:43]([F:46])([F:45])[F:44])=[O:42]>C(Cl)Cl>[F:44][C:43]([F:46])([F:45])[C:41]([OH:47])=[O:42].[O:1]1[CH2:6][CH2:5][N:4]([C:7]2[C:8]3[N:9]([C:13]([C:28]4[CH:29]=[CH:30][C:31]([C:34]([OH:36])=[O:35])=[N:32][CH:33]=4)=[C:14](/[CH:16]=[CH:17]/[C:18]4[CH:27]=[CH:26][C:25]5[CH2:24][CH2:23][CH2:22][CH2:21][C:20]=5[N:19]=4)[N:15]=3)[N:10]=[CH:11][CH:12]=2)[CH2:3][CH2:2]1 |f:3.4|. Procedure: To a solution of compound 61b (200 mg, 0.371 mmol) in 5 mL of DCM at rt was added TFA (2.00 mL, 26.1 mmol). After stirring at rt for 6 h, the mixture was concentrated in vacuo and the residue was purified by flash column chromatography on silica gel (0:1-1:9 MeOH-DCM) to afford the title compound 107 (with 1 eq of TFA) as a bright yellow solid. 1H-NMR (CDCl3; 400 MHz) δ 8.97 (br. s., 1H), 8.35 (br. s., 2H), 7.88-8.05 (m, 2H), 7.65-7.79 (m, 2H), 7.51-7.65 (m, 1H), 6.16 (d, J=5.6 Hz, 1H), 4.09 (br... The reactants are [Br-], COc1cc(OC)cc(-c2cc(=O)c3ccc(O)cc3o2)c1, ClCC1CO1, [H-], [K+], [Na+], CN(C)C=O. Product: COc1cc(OC)cc(-c2cc(=O)c3ccc(OCC4CO4)cc3o2)c1. Reaction SMILES: [Br-:30].[CH3:1][O:2][c:3]1[cH:4][c:5](-[c:6]2[o:7][c:8]3[cH:9][c:10]([OH:17])[cH:11][cH:12][c:13]3[c:14](=[O:16])[cH:15]2)[cH:18][c:19]([O:21][CH3:22])[cH:20]1.[Cl:25][CH2:26][CH:27]1[CH2:28][O:29]1.[H-:23].[K+:31].[Na+:24].[O:32]=[CH:33][N:34]([CH3:35])[CH3:36]>>[CH3:1][O:2][c:3]1[cH:4][c:5](-[c:6]2[o:7][c:8]3[cH:9][c:10]([O:17][CH2:26][CH:27]4[CH2:28][O:29]4)[cH:11][cH:12][c:13]3[c:14](=[O:16])[cH:15]2)[cH:18][c:19]([O:21][CH3:22])[cH:20]1. Starting materials: C(C)OC(=O)C1=C(N(C(C(=C1)I)=O)COCC[Si](C)(C)C)C (5-Iodo-2-methyl-6-oxo-1-(2-trimethylsilanyl-ethoxymethyl)-1,6-dihydro-pyridine-3-carboxylic acid ethyl ester), C(C)OC(=O)C1=C(N(C(C(=C1)I)=O)COCC[Si](C)(C)C)C (5-iodo-methyl-6-oxo-1-(2-trimethylsilanyl-ethoxymethyl)-1,6-dihydro-pyridine-3-carboxylic acid ethyl ester), C([O-])([O-])=O.[K+].[K+] (potassium carbonate), C(C)(C)(C)OC(=O)N1C(=CC2=CC=CC=C12)B(O)O (1-(tert-butoxycarbonyl) indole-2-boronic acid), ClCCl (dichloromethane). The reagents and catalysts are Cl[Pd]Cl (dichloropalladium(II)), C1(=CC=CC=C1)P([C-]1C=CC=C1)C1=CC=CC=C1.[C-]1(C=CC=C1)P(C1=CC=CC=C1)C1=CC=CC=C1.[Fe+2] (1,1′-Bis(diphenylphosphino)ferrocene). The solvent is O (water), O1CCCC1 (tetrahydrofuran). Reaction conditions: temperature 60 celsius. Product: C(C)OC(=O)C1=C(N(C(C(=C1)C=1N(C2=CC=CC=C2C1)C)=O)COCC[Si](C)(C)C)C (2-Methyl-5-(1-methyl-1H-indol-2-yl)-6-oxo-1-(2-trimethylsilanyl-ethoxymethyl)-1,6-dihydro-pyridine-3-carboxylic acid ethyl ester). As a reaction SMILES: [CH2:1]([O:3][C:4]([C:6]1[CH:11]=[C:10](I)[C:9](=[O:13])[N:8]([CH2:14][O:15][CH2:16][CH2:17][Si:18]([CH3:21])([CH3:20])[CH3:19])[C:7]=1[CH3:22])=[O:5])[CH3:2].C(=O)([O-])[O-].[K+].[K+].C(O[C:34]([N:36]1[C:44]2[C:39](=[CH:40][CH:41]=[CH:42][CH:43]=2)[CH:38]=[C:37]1B(O)O)=O)(C)(C)C.ClCCl>C1(P(C2C=CC=CC=2)[C-]2C=CC=C2)C=CC=CC=1.[C-]1(P(C2C=CC=CC=2)C2C=CC=CC=2)C=CC=C1.[Fe+2].Cl[Pd]Cl.O.O1CCCC1>[CH2:1]([O:3][C:4]([C:6]1[CH:11]=[C:10]([C:37]2[N:36]([CH3:34])[C:44]3[C:39]([CH:38]=2)=[CH:40][CH:41]=[CH:42][CH:43]=3)[C:9](=[O:13])[N:8]([CH2:14][O:15][CH2:16][CH2:17][Si:18]([CH3:21])([CH3:20])[CH3:19])[C:7]=1[CH3:22])=[O:5])[CH3:2] |f:1.2.3,6.7.8|. Procedure: A microwave vial (20 mL) was charged with intermediate (5d), 5-iodo-methyl-6-oxo-1-(2-trimethylsilanyl-ethoxymethyl)-1,6-dihydro-pyridine-3-carboxylic acid ethyl ester (0.87 g, 1.99 mmol), potassium carbonate (0.825 g, 5.97 mmol), 1-(tert-butoxycarbonyl) indole-2-boronic acid (0.624 g, 2.39 mmol), [1,1′-Bis(diphenylphosphino)ferrocene)]dichloropalladium(II), complex with dichloromethane (0.082 g, 5 mol %), tetrahydrofuran (14 mL) and water (2.3 mL). The contents of the vial were degassed and the...